From a dataset of the Open Reaction Database (ORD), a public repository of structured organic reaction records. describe an organic reaction: reactants, conditions, products, and yield Starting materials: [Br-], COC(=O)COc1ccc(SCc2ccc(OCc3ccc(Cl)cc3)cc2)c2c1CCC2, [K+]. The product is O=C(O)COc1ccc(SCc2ccc(OCc3ccc(Cl)cc3)cc2)c2c1CCC2. RXN SMILES: [Br-:33].[CH3:1][O:2][C:3]([CH2:4][O:5][c:6]1[c:7]2[c:11]([c:12]([S:15][CH2:16][c:17]3[cH:18][cH:19][c:20]([O:23][CH2:24][c:25]4[cH:26][cH:27][c:28]([Cl:31])[cH:29][cH:30]4)[cH:21][cH:22]3)[cH:13][cH:14]1)[CH2:10][CH2:9][CH2:8]2)=[O:32].[K+:34]>>[O:2]=[C:3]([CH2:4][O:5][c:6]1[c:7]2[c:11]([c:12]([S:15][CH2:16][c:17]3[cH:18][cH:19][c:20]([O:23][CH2:24][c:25]4[cH:26][cH:27][c:28]([Cl:31])[cH:29][cH:30]4)[cH:21][cH:22]3)[cH:13][cH:14]1)[CH2:10][CH2:9][CH2:8]2)[OH:32]. The product is COC(=O)c1c(F)ccc(NS(C)(=O)=O)c1F. Reactants: CS(=O)(=O)Cl, ClCCl, COC(=O)c1c(F)ccc(N)c1F, c1ccncc1. RXN SMILES: [CH3:20][S:21]([Cl:22])(=[O:23])=[O:24].[Cl:25][CH2:26][Cl:27].[NH2:1][c:2]1[c:3]([F:13])[c:4]([C:5](=[O:6])[O:7][CH3:8])[c:9]([F:12])[cH:10][cH:11]1.[cH:14]1[cH:15][cH:16][n:17][cH:18][cH:19]1>>[NH:1]([c:2]1[c:3]([F:13])[c:4]([C:5](=[O:6])[O:7][CH3:8])[c:9]([F:12])[cH:10][cH:11]1)[S:21]([CH3:20])(=[O:23])=[O:24]. Starting materials: FC1=CC=C(C=C1)N1N=CC2=CC(=CC=C12)O[C@@H]([C@H](C)N)CC1=CC=CC=C1 ((2S,3R)-3-[1-(4-fluorophenyl)indazol-5-yl]oxy-4-phenyl-butan-2-amine), C(C(C)(C)C)(=O)Cl (pivaloyl chloride). The product is FC1=CC=C(C=C1)N1N=CC2=CC(=CC=C12)O[C@@H]([C@H](C)NC(C(C)(C)C)=O)CC1=CC=CC=C1 (N-[(2S,3R)-3-[1-(4-Fluorophenyl)indazol-5-yl]oxy-4-phenyl-butan-2-yl]-2,2-dimethyl-propanamide). Reaction SMILES: [F:1][C:2]1[CH:7]=[CH:6][C:5]([N:8]2[C:16]3[C:11](=[CH:12][C:13]([O:17][C@H:18]([CH2:22][C:23]4[CH:28]=[CH:27][CH:26]=[CH:25][CH:24]=4)[C@@H:19]([NH2:21])[CH3:20])=[CH:14][CH:15]=3)[CH:10]=[N:9]2)=[CH:4][CH:3]=1.[C:29](Cl)(=[O:34])[C:30]([CH3:33])([CH3:32])[CH3:31]>>[F:1][C:2]1[CH:3]=[CH:4][C:5]([N:8]2[C:16]3[C:11](=[CH:12][C:13]([O:17][C@H:18]([CH2:22][C:23]4[CH:24]=[CH:25][CH:26]=[CH:27][CH:28]=4)[C@@H:19]([NH:21][C:29](=[O:34])[C:30]([CH3:33])([CH3:32])[CH3:31])[CH3:20])=[CH:14][CH:15]=3)[CH:10]=[N:9]2)=[CH:6][CH:7]=1. Procedure: Prepared as described in Example 1 using (2S,3R)-3-[1-(4-fluorophenyl)indazol-5-yl]oxy-4-phenyl-butan-2-amine (60 mg, 0.16 mmol) and pivaloyl chloride (0.078 mL, 0.64 mmol). Yield 53 mg (72%). The reactants are COC(=O)C(Cc1ccc(-c2ccc(C#N)cc2)cc1)NC(=O)C1Cc2cc3c(cc2CN1)OC(c1ccc(OCc2ccc(Cl)c(Cl)c2)cc1)CO3, COc1ccc(S(=O)(=O)Cl)c([N+](=O)[O-])c1. Yields the product COC(=O)C(Cc1ccc(-c2ccc(C#N)cc2)cc1)NC(=O)C1Cc2cc3c(cc2CN1S(=O)(=O)c1ccc(OC)cc1[N+](=O)[O-])OC(c1ccc(OCc2ccc(Cl)c(Cl)c2)cc1)CO3. As a reaction SMILES: [CH3:1][O:2][C:3]([CH:4]([CH2:5][c:6]1[cH:7][cH:8][c:9](-[c:12]2[cH:13][cH:14][c:15]([C:18]#[N:19])[cH:16][cH:17]2)[cH:10][cH:11]1)[NH:20][C:21](=[O:22])[CH:23]1[NH:24][CH2:25][c:26]2[cH:27][c:28]3[c:29]([cH:30][c:31]2[CH2:32]1)[O:33][CH2:34][CH:35]([c:37]1[cH:38][cH:39][c:40]([O:43][CH2:44][c:45]2[cH:46][c:47]([Cl:52])[c:48]([Cl:51])[cH:49][cH:50]2)[cH:41][cH:42]1)[O:36]3)=[O:53].[CH3:54][O:55][c:56]1[cH:57][c:58]([N+:66](=[O:67])[O-:68])[c:59]([S:62](=[O:63])(=[O:64])[Cl:65])[cH:60][cH:61]1>>[CH3:1][O:2][C:3]([CH:4]([CH2:5][c:6]1[cH:7][cH:8][c:9](-[c:12]2[cH:13][cH:14][c:15]([C:18]#[N:19])[cH:16][cH:17]2)[cH:10][cH:11]1)[NH:20][C:21](=[O:22])[CH:23]1[N:24]([S:62]([c:59]2[c:58]([N+:66](=[O:67])[O-:68])[cH:57][c:56]([O:55][CH3:54])[cH:61][cH:60]2)(=[O:63])=[O:64])[CH2:25][c:26]2[cH:27][c:28]3[c:29]([cH:30][c:31]2[CH2:32]1)[O:33][CH2:34][CH:35]([c:37]1[cH:38][cH:39][c:40]([O:43][CH2:44][c:45]2[cH:46][c:47]([Cl:52])[c:48]([Cl:51])[cH:49][cH:50]2)[cH:41][cH:42]1)[O:36]3)=[O:53]. Starting materials: ClC1=CC=C(CBr)C=C1 (p-chlorobenzyl bromide), 11, FC=1C=C2C=3CCCC(C3NC2=C(C1)F)CC(=O)O (6,8-difluoro-1,2,3,4-tetrahydrocarbazol-1-yl-acetic acid), CC(C)([O-])C.[K+] (potassium tert-butoxide). The solvent is C1CCOC1 (THF), O (water). Reaction conditions: time 45 minute. Product: ClC1=CC=C(CN2C3=C(C=C(C=C3C=3CCCC(C23)CC(=O)O)F)F)C=C1 (9-p-Chlorobenzyl-6,8-difluoro-1,2,3,4-tetrahydrocarbazol-1-yl-acetic acid). The yield is 639.6%. RXN SMILES: [F:1][C:2]1[CH:3]=[C:4]2[C:12](=[C:13]([F:15])[CH:14]=1)[NH:11][C:10]1[CH:9]([CH2:16][C:17]([OH:19])=[O:18])[CH2:8][CH2:7][CH2:6][C:5]2=1.CC(C)([O-])C.[K+].[Cl:26][C:27]1[CH:34]=[CH:33][C:30]([CH2:31]Br)=[CH:29][CH:28]=1>C1COCC1.O>[Cl:26][C:27]1[CH:34]=[CH:33][C:30]([CH2:31][N:11]2[C:10]3[CH:9]([CH2:16][C:17]([OH:19])=[O:18])[CH2:8][CH2:7][CH2:6][C:5]=3[C:4]3[C:12]2=[C:13]([F:15])[CH:14]=[C:2]([F:1])[CH:3]=3)=[CH:29][CH:28]=1 |f:1.2|. Procedure details: A solution of 11:1 g of acid from Step II in 100 cc of THF was added portionwise 10.3 g of potassium tert-butoxide. The resulting mixture was stirred for 45 min. at room temperature and 10.3 g p-chlorobenzyl bromide was added portionwise. the reaction mixture was stirred 18 hours at room temperature. The resulting mixture was diluted with 100 cc of water and washed with hexane. The aqueous layer was acidified with HCl (1N) and the resulting precipitate filtered washed with water and air-dried to... Reactants: C(=O)C1=CN=C(S1)NC(C(=O)N[C@H](C(=O)N[C@H](C(=O)OC(C)(C)C)C)C)C(C)C ((2S)-tert-Butyl 2-((2S)-2-(2-(5-formylthiazol-2-ylamino)-3-methylbutanamido)propanamido)propanoate), C(=O)(C(F)(F)F)O (TFA), C(=O)(C(F)(F)F)O (TFA). The solvent is C(Cl)Cl (CH2Cl2). Product: C(=O)C1=CN=C(S1)NC(C(=O)N[C@H](C(=O)N[C@H](C(=O)O)C)C)C(C)C ((2S)-2-((2S)-2-(2-(5-Formylthiazol-2-ylamino)-3-methylbutanamido)propanamido)propanoic acid). Yield: 145.2%. As a reaction SMILES: [CH:1]([C:3]1[S:7][C:6]([NH:8][CH:9]([CH:27]([CH3:29])[CH3:28])[C:10]([NH:12][C@@H:13]([CH3:26])[C:14]([NH:16][C@@H:17]([CH3:25])[C:18]([O:20]C(C)(C)C)=[O:19])=[O:15])=[O:11])=[N:5][CH:4]=1)=[O:2].C(O)(C(F)(F)F)=O>C(Cl)Cl>[CH:1]([C:3]1[S:7][C:6]([NH:8][CH:9]([CH:27]([CH3:29])[CH3:28])[C:10]([NH:12][C@@H:13]([CH3:26])[C:14]([NH:16][C@@H:17]([CH3:25])[C:18]([OH:20])=[O:19])=[O:15])=[O:11])=[N:5][CH:4]=1)=[O:2]. Reported procedure: Following the procedure as described in Example 11, except using material from Example 26 (213 mg, 0.499 mmol), CH2Cl2 (75 mL) and TFA (25 mL, 324 mmol), 268.4 mg (quantitative yield) of the title compound is obtained as a white solid as a mono TFA salt. LC/MS (Condition A): ret. T=2.15 min, (M+H)+ 371.14. The reactants are OC=1C=C(C=CC1O)C1=CC(N(C(N1CC)=O)C)=NC1=C(C=C(C=C1C)C)C (3,4-dihydro-6-(3,4-dihydroxyphenyl)--ethyl-3-methyl-4-(2,4,6-trimethylphenylimino)-2(1H)pyrimidinone), [F-].[K+] (potassium fluoride), BrCCBr (1,2-dibromoethane), O (water). Run in CN(C=O)C (dimethylformamide). Reaction conditions: temperature 110 celsius, time 2.5 hour. Product: C1OC=2C=C(C=CC2OC1)C1=CC(N(C(N1CC)=O)C)=NC1=C(C=C(C=C1C)C)C (3,4-dihydro-6-(3,4-ethylenedioxyphenyl)-1-ethyl-3-methyl-4-(2,4,6-trimethylphenylimino)-2(1H)-pyrimidinone). Reaction SMILES: [OH:1][C:2]1[CH:3]=[C:4]([C:9]2[N:14]([CH2:15][CH3:16])[C:13](=[O:17])[N:12]([CH3:18])[C:11](=[N:19][C:20]3[C:25]([CH3:26])=[CH:24][C:23]([CH3:27])=[CH:22][C:21]=3[CH3:28])[CH:10]=2)[CH:5]=[CH:6][C:7]=1[OH:8].[F-].[K+].Br[CH2:32][CH2:33]Br.O>CN(C)C=O>[CH2:32]1[CH2:33][O:8][C:7]2[CH:6]=[CH:5][C:4]([C:9]3[N:14]([CH2:15][CH3:16])[C:13](=[O:17])[N:12]([CH3:18])[C:11](=[N:19][C:20]4[C:25]([CH3:26])=[CH:24][C:23]([CH3:27])=[CH:22][C:21]=4[CH3:28])[CH:10]=3)=[CH:3][C:2]=2[O:1]1 |f:1.2|. Reported procedure: To a solution of 3,4-dihydro-6-(3,4-dihydroxyphenyl)--ethyl-3-methyl-4-(2,4,6-trimethylphenylimino)-2(1H)pyrimidinone (1.0 g) in dimethylformamide (30 ml) were added spray-dried potassium fluoride (0.77 g) and 1,2-dibromoethane (0.25 ml). The mixture was stirred at 110° C. for 2.5 hours. The reaction mixture was poured into water and extracted with diethyl ether. The organic layer was washed with water, dried over magnesium sulfate and evaporated. The residue was subjected to column chromatograp... Reactants: C1(C=2C(C(N1C(CCCC(=O)NC1[C@@H]3N(C(=C(CS3)COC(N)=O)C(=O)O)C1=O)C(=O)O)=O)=CC=CC2)=O (7-(5-phthalimido-5-carboxyvaleramido)-3-carbamoyloxymethyl-3-cephem-4-carboxylic acid), C[Si](Cl)(C)C (trimethylchlorosilane), solution, P(Cl)(Cl)(Cl)(Cl)Cl (phosphorus pentachloride). Run in C(=O)O (formic acid), C(Cl)(Cl)(Cl)Cl (carbon tetrachloride), N1=CC=CC=C1 (pyridine), C(Cl)Cl (methylene chloride), N1=CC=CC=C1 (pyridine), C(C)N(CC)CC (triethylamine), C(Cl)Cl (methylene chloride), CO (methanol). Run at time 8 hour. Product: NC1[C@@H]2N(C(=C(CS2)COC(N)=O)C(=O)O)C1=O (7-amino-3-carbamoyloxymethyl-3-cephem-4-carboxylic acid). Yield: 40.0%. Reaction SMILES: C1(=O)N(C(C(O)=O)CCCC([NH:12][CH:13]2[C:28](=[O:29])[N:15]3[C:16]([C:25]([OH:27])=[O:26])=[C:17]([CH2:20][O:21][C:22](=[O:24])[NH2:23])[CH2:18][S:19][C@H:14]23)=O)C(=O)C2=CC=CC=C12.C[Si](C)(C)Cl.P(Cl)(Cl)(Cl)(Cl)Cl>C(Cl)Cl.C(N(CC)CC)C.C(O)=O.CO.N1C=CC=CC=1.C(Cl)(Cl)(Cl)Cl>[NH2:12][CH:13]1[C:28](=[O:29])[N:15]2[C:16]([C:25]([OH:27])=[O:26])=[C:17]([CH2:20][O:21][C:22](=[O:24])[NH2:23])[CH2:18][S:19][C@H:14]12. Reported procedure: To a stirred slurry of 3.0 grams of 7-(5-phthalimido-5-carboxyvaleramido)-3-carbamoyloxymethyl-3-cephem-4-carboxylic acid in 50 milliliters of absolute methylene chloride were added 2.9 milliliters of absolute pyridine and 4.5 milliliters of trimethylchlorosilane, to protect both of the carboxyl groups. The resulting reaction mixture was stirred for two and one-half hours, then cooled to -12° C. in a carbon tetrachloride: dry ice bath. To this were added 5.6 milliliters of absolute pyridine in o... Reactants: C(C1=CC=CC=C1)OC(=O)C1N(CCC1)CC (1-ethyl pyrrolidine-2-carboxylic acid benzyl ester). The reagents and catalysts are [Pd] (Pd on charcoal). Solvent: CO (methanol). Run at time 12 hour. The product is C(C)N1[C@@H](CCC1)C(=O)O ((S)-1-ethylpyrrolidine-2-carboxylic acid). Isolated yield 76.0%. RXN SMILES: C([O:8][C:9]([CH:11]1[CH2:15][CH2:14][CH2:13][N:12]1[CH2:16][CH3:17])=[O:10])C1C=CC=CC=1>CO.[Pd]>[CH2:16]([N:12]1[CH2:13][CH2:14][CH2:15][C@H:11]1[C:9]([OH:10])=[O:8])[CH3:17]. Reported procedure: A suspension of 1-ethyl pyrrolidine-2-carboxylic acid benzyl ester (1.5 g, 6.43 mmol) and 10% Pd on charcoal in methanol (30 mL) was hydrogenated over 12 h. The reaction mixture was filtered through a pad of celite and the filtrate was concentrated to get title product (700 mg, 76%).